This data is from the Open Reaction Database (ORD), a public repository of structured organic reaction records. The task is: describe an organic reaction: reactants, conditions, products, and yield Conditions: temperature 90 celsius. Starting materials: ClC1=NC=NC(=C1NC(C1=CC=CC=C1)=O)NC1=CC=CC=C1 (N-(4-chloro-6-(phenylamino)pyrimidin-5-yl)benzamide), S(O)(O)(=O)=O (sulfuric acid), C(=O)(O)[O-].[Na+] (NaHCO3). The product is C1(=CC=CC=C1)C=1N(C=2N=CNC(C2N1)=O)C1=CC=CC=C1 (8,9-diphenyl-1H-purin-6(9H)-one). RXN SMILES: Cl[C:2]1[C:7]([NH:8][C:9](=O)[C:10]2[CH:15]=[CH:14][CH:13]=[CH:12][CH:11]=2)=[C:6]([NH:17][C:18]2[CH:23]=[CH:22][CH:21]=[CH:20][CH:19]=2)[N:5]=[CH:4][N:3]=1.S(=O)(=O)(O)[OH:25].C([O-])(O)=O.[Na+]>CC(O)C>[C:10]1([C:9]2[N:17]([C:18]3[CH:23]=[CH:22][CH:21]=[CH:20][CH:19]=3)[C:6]3[N:5]=[CH:4][NH:3][C:2](=[O:25])[C:7]=3[N:8]=2)[CH:15]=[CH:14][CH:13]=[CH:12][CH:11]=1 |f:2.3|. Procedure details: To a stirred solution of N-(4-chloro-6-(phenylamino)pyrimidin-5-yl)benzamide obtained in step 2 (35 g, 108 mmol) in 2-propanol (360 mL) was added sulfuric acid (18.2 mL, 323.3 mmol) at 0° C. The reaction mixture was heated to reflux at 90° C. overnight. After cooled to room temperature NaHCO3 (aq) was added to the resulting reaction mixture and stirred. The resulting mixture was filtered with water (600 mL). The collected solid was dried under reduced pressure to obtain the title compound (22.3 ... Isolated yield 71.6%. The solvent is CC(C)O (2-propanol). Starting materials: ClCCCBr, COc1ccc(C2Sc3cc(Cl)ccc3NC(=O)C2O)cc1, CC(C)=O, [K+], [K+], O=C([O-])[O-]. Product: COc1ccc(C2Sc3cc(Cl)ccc3N(CCCCl)C(=O)C2O)cc1. RXN SMILES: [Br:23][CH2:24][CH2:25][CH2:26][Cl:27].[CH3:1][O:2][c:3]1[cH:4][cH:5][c:6]([CH:9]2[S:10][c:11]3[c:12]([cH:18][cH:19][c:20]([Cl:22])[cH:21]3)[NH:13][C:14](=[O:17])[CH:15]2[OH:16])[cH:7][cH:8]1.[CH3:34][C:35](=[O:36])[CH3:37].[K+:28].[K+:29].[O-:30][C:31]([O-:32])=[O:33]>>[CH3:1][O:2][c:3]1[cH:4][cH:5][c:6]([CH:9]2[S:10][c:11]3[c:12]([cH:18][cH:19][c:20]([Cl:22])[cH:21]3)[N:13]([CH2:24][CH2:25][CH2:26][Cl:27])[C:14](=[O:17])[CH:15]2[OH:16])[cH:7][cH:8]1. Reactants: NC1=NC=CC=N1 (2-aminopyrimidine), C(C#C)Br (propargyl bromide). Run in C(C)O (ethanol). Conditions: time 30 minute. The product is C(C#C)NC1=NC=CC=N1 (N-prop-2-ynylpyrimidin-2-amine). Reaction SMILES: [NH2:1][C:2]1[N:7]=[CH:6][CH:5]=[CH:4][N:3]=1.[CH2:8](Br)[C:9]#[CH:10]>C(O)C>[CH2:10]([NH:1][C:2]1[N:7]=[CH:6][CH:5]=[CH:4][N:3]=1)[C:9]#[CH:8]. Procedure: A mixture of 2-aminopyrimidine (2 g, 20.67 mmol) and propargyl bromide (23 mL, 20.67 mmol) in ethanol (30 mL) was heated to reflux for about 23 hours. The formed precipitate was collected by filtration, washed with ethanol and was recrystallized from ethanol. To the vacuum dried crystals was added water (10 mL) and 10% aqueous sodium hydroxide (5 mL) and the mixture was stirred at room temperature for about 30 min. The solid was collected by filtration, washed with water and was re-crystalized f... Reactants: C#CCN1CCC(c2ccc(C(=O)OC)cc2)CC1, COc1cc(CCc2cc(N)[nH]n2)cc(OC)c1, C[Al](C)C, Cc1ccccc1. Yields the product C#CCN1CCC(c2ccc(C(=O)Nc3cc(CCc4cc(OC)cc(OC)c4)n[nH]3)cc2)CC1. As a reaction SMILES: [CH2:1]([C:2]#[CH:3])[N:4]1[CH2:5][CH2:6][CH:7]([c:10]2[cH:11][cH:12][c:13]([C:14]([O:16][CH3:15])=[O:17])[cH:18][cH:19]2)[CH2:8][CH2:9]1.[CH3:20][O:21][c:22]1[cH:23][c:24]([CH2:30][CH2:31][c:32]2[cH:33][c:34]([NH2:37])[nH:35][n:36]2)[cH:25][c:26]([O:28][CH3:29])[cH:27]1.[CH3:38][Al:39]([CH3:40])[CH3:41].[CH3:42][c:43]1[cH:44][cH:45][cH:46][cH:47][cH:48]1>>[CH2:1]([C:2]#[CH:3])[N:4]1[CH2:5][CH2:6][CH:7]([c:10]2[cH:11][cH:12][c:13]([C:14](=[O:16])[NH:37][c:34]3[cH:33][c:32]([CH2:31][CH2:30][c:24]4[cH:23][c:22]([O:21][CH3:20])[cH:27][c:26]([O:28][CH3:29])[cH:25]4)[n:36][nH:35]3)[cH:18][cH:19]2)[CH2:8][CH2:9]1. The reactants are N1C=C(C2=CC=CC=C12)CCO (indole-3-ethanol), CC(C(C)=O)NC(C)=O (N-(1-methyl-2-oxopropyl)-acetamide), C1=CC=CC=C1 (benzene). The reagents and catalysts are B(F)(F)F.CCOCC (boron trifluoride-etherate). The product is CC1(OCCC2=C1NC1=CC=CC=C21)CCNC(C)=O (N-[(1,3,4,9-Tetrahydro-1-methylpyrano[3,4-b]indol-1-yl)ethyl]-acetamide). As a reaction SMILES: [NH:1]1[C:9]2[C:4](=[CH:5][CH:6]=[CH:7][CH:8]=2)[C:3]([CH2:10][CH2:11][OH:12])=[CH:2]1.C[CH:14]([NH:18][C:19](=[O:21])[CH3:20])[C:15](=O)[CH3:16].[CH:22]1C=CC=CC=1>B(F)(F)F.CCOCC>[CH3:22][C:16]1([CH2:15][CH2:14][NH:18][C:19](=[O:21])[CH3:20])[C:2]2[NH:1][C:9]3[C:4]([C:3]=2[CH2:10][CH2:11][O:12]1)=[CH:5][CH:6]=[CH:7][CH:8]=3 |f:3.4|. Reported procedure: A mixture of indole-3-ethanol (16 lg), benzene (1200 ml), N-(1-methyl-2-oxopropyl)-acetamide[12.7 g, described by A. Triebs and W. Sutter, Chem. Ber. 84, 96(1951)] and boron trifluoride-etherate (5 drops) is refluxed using a water separating condenser for 60 minutes. After cooling, the mixture is washed with concentrated sodium bicarbonate, dried over magnesium sulfate and evaporated. The residue is chromatographed on silica gel using chloroform. The eluates are evaporated to give a residue of t... RXN SMILES: [CH2:1]([CH2:2][CH2:3][CH2:4][CH2:5][CH3:6])[CH:7]([C:8](=[O:9])[O:10][CH2:11][CH3:12])[C:13](=[O:14])[O:15][CH2:16][CH3:17].[CH3:20][CH2:21][OH:22].[K+:19].[OH-:18]>>[CH2:1]([CH2:2][CH2:3][CH2:4][CH2:5][CH3:6])[CH:7]([C:8](=[O:9])[O:10][CH2:11][CH3:12])[C:13](=[O:14])[OH:15]. Starting materials: CCCCCCC(C(=O)OCC)C(=O)OCC, CCO, [K+], [OH-]. Yields the product CCCCCCC(C(=O)O)C(=O)OCC. The reactants are ClC1=NC(=NC(=C1\N=N\C1=CC=C(C=C1)C)Cl)SCCC (4,6-dichloro-5-[(E)-2-(4-methylphenyl)diazenyl]-2-(propylsulfanyl)pyrimidine). Reagents/catalysts: [Pt] (Pt/C). Solvent: C(C)(=O)OCC (ethyl acetate), C(C)(=O)OCC (ethyl acetate). Run at temperature 20 celsius. Yields the product ClC1=NC(=NC(=C1N)Cl)SCCC (4,6-dichloro-2-(propylthio)pyrimidin-5-amine). Isolated yield 90.8%. RXN SMILES: [Cl:1][C:2]1[C:7](/[N:8]=N/C2C=CC(C)=CC=2)=[C:6]([Cl:17])[N:5]=[C:4]([S:18][CH2:19][CH2:20][CH3:21])[N:3]=1>[Pt].C(OCC)(=O)C>[Cl:1][C:2]1[C:7]([NH2:8])=[C:6]([Cl:17])[N:5]=[C:4]([S:18][CH2:19][CH2:20][CH3:21])[N:3]=1. Procedure: The Pt/C catalyst (33.3 g, 10% w/w) was added to a reaction vessel that had been purged with nitrogen and maintained under an atmosphere of nitrogen. The solution of 4,6-dichloro-5-[(E)-2-(4-methylphenyl)diazenyl]-2-(propylsulfanyl)pyrimidine (150 g, 430.1 mmol) in ethyl acetate (3000 ml) was added to the reaction vessel containing the catalyst and agitation was initiated. The inner temperature was adjusted to 20° C., the nitrogen atmosphere was evacuated, and the vessel was pressurized with 3 b... Reactants: C(C#C)N1C(CCC1=O)=O (N-propargylsuccinimide), cuprous chloride, C=O (paraformaldehyde), N1CCCC1 (pyrrolidine). The solvent is O1CCOCC1 (dioxane). Conditions: time 8 hour. The product is N1(CCCC1)CC#CCN1C(CCC1=O)=O (N-[4-(1-pyrrolidinyl)-2-butynyl]-succinimide). Reaction SMILES: [CH2:1]([N:4]1[C:8](=[O:9])[CH2:7][CH2:6][C:5]1=[O:10])[C:2]#[CH:3].[CH2:11]=O.[NH:13]1[CH2:17][CH2:16][CH2:15][CH2:14]1>O1CCOCC1>[N:13]1([CH2:11][C:3]#[C:2][CH2:1][N:4]2[C:8](=[O:9])[CH2:7][CH2:6][C:5]2=[O:10])[CH2:17][CH2:16][CH2:15][CH2:14]1. Reported procedure: Following the example given in Example 1B, 19.1 g. (0.15 mole) of N-propargylsuccinimide was caused to react with 6.3 g. of paraformaldehyde and 14.2 g. (0.2 mole) of pyrrolidine in 100 ml. of dioxane in the presence of a trace of cuprous chloride. The reaction was refluxed for 5 hrs. and allowed to stand overnight. After filtration of the reaction mixture and removal of the solvent from the filtrate, the residual oil was distilled to give N-[4-(1-pyrrolidinyl)-2-butynyl]-succinimide boiling at ... Reactants: 10-desacetoxy-7-deoxy-9-deoxotaxol, CS(=O)C (dimethylsulfoxide), 7-deoxy-9-deoxotaxol, CC1=C2[C@H](C[C@@]3([C@H](C[C@@H]4[C@]([C@H]3[C@@H]([C@@](C2(C)C)(C[C@@H]1OC(=O)[C@@H]([C@H](C5=CC=CC=C5)NC(=O)C6=CC=CC=C6)O)O)OC(=O)C7=CC=CC=C7)(CO4)OC(=O)C)O)C)OC(=O)C (9-deoxotaxol). The solvent is O1CCCC1 (tetrahydrofuran). Reaction conditions: time 4 minute. Product: CC1=C2[C@H](C(=O)[C@@]3([C@H](C[C@@H]4[C@]([C@H]3[C@@H]([C@@](C2(C)C)(C[C@@H]1OC(=O)[C@@H]([C@H](C=5C=CC=CC5)NC(=O)C=6C=CC=CC6)O)O)OC(=O)C=7C=CC=CC7)(CO4)OC(=O)C)O)C)OC(=O)C (Paclitaxel). As a reaction SMILES: CS(C)=[O:3].[CH3:5][C:6]1[C@@H:22]([O:23][C:24]([C@H:26]([OH:43])[C@@H:27]([NH:34][C:35]([C:37]2[CH:42]=[CH:41][CH:40]=[CH:39][CH:38]=2)=[O:36])[C:28]2[CH:33]=[CH:32][CH:31]=[CH:30][CH:29]=2)=[O:25])[CH2:21][C@:17]2([OH:44])[C:18]([CH3:20])([CH3:19])[C:7]=1[C@@H:8]([O:62][C:63]([CH3:65])=[O:64])[CH2:9][C@@:10]1([CH3:61])[C@H:15]([C@@H:16]2[O:45][C:46]([C:48]2[CH:53]=[CH:52][CH:51]=[CH:50][CH:49]=2)=[O:47])[C@:14]2([O:56][C:57]([CH3:59])=[O:58])[CH2:54][O:55][C@@H:13]2[CH2:12][C@@H:11]1[OH:60]>O1CCCC1>[CH3:5][C:6]1[C@@H:22]([O:23][C:24]([C@H:26]([OH:43])[C@@H:27]([NH:34][C:35]([C:37]2[CH:38]=[CH:39][CH:40]=[CH:41][CH:42]=2)=[O:36])[C:28]2[CH:29]=[CH:30][CH:31]=[CH:32][CH:33]=2)=[O:25])[CH2:21][C@:17]2([OH:44])[C:18]([CH3:19])([CH3:20])[C:7]=1[C@@H:8]([O:62][C:63]([CH3:65])=[O:64])[C:9]([C@@:10]1([CH3:61])[C@H:15]([C@@H:16]2[O:45][C:46]([C:48]2[CH:49]=[CH:50][CH:51]=[CH:52][CH:53]=2)=[O:47])[C@:14]2([O:56][C:57]([CH3:59])=[O:58])[CH2:54][O:55][C@@H:13]2[CH2:12][C@@H:11]1[OH:60])=[O:3]. Reported procedure: A coated stent from Example 9 is dipped into a DESMODUR solution (50:50 mixture of dimethylsulfoxide and tetrahydrofuran). The device is then removed and the coating is then partially dried at room temperature for 3 to 5 minutes. The device is then immersed in a beaker of water (room temperature) for 3-5 minutes to cause the polymerization reaction to occur rapidly. An echogenic coating is formed. In addition to 9-deoxotaxol, the following are exemplary compounds that may be used to coat the dev... The reactants are FC1=C(C(=O)O)C(=CC=C1)F (2,6-difluorobenzoic acid), C(C)O (ethanol), N,N'-carbonyldiimidazole, NC1=NC2=NC(=CC=C2C=C1)Cl (2-amino-7-chloro-1,8-naphthyridine). The solvent is O (water). Run at temperature 4 celsius. Product: ClC1=CC=C2C=CC(=NC2=N1)NC(C1=C(C=CC=C1F)F)=O (N-(7-chloro-1,8-naphthyridin-2-yl)-2,6-difluorobenzamide). Isolated yield 48.2%. RXN SMILES: [F:1][C:2]1[CH:10]=[CH:9][CH:8]=[C:7]([F:11])[C:3]=1[C:4]([OH:6])=O.[NH2:12][C:13]1[CH:22]=[CH:21][C:20]2[C:15](=[N:16][C:17]([Cl:23])=[CH:18][CH:19]=2)[N:14]=1.C(O)C>O>[Cl:23][C:17]1[N:16]=[C:15]2[C:20]([CH:21]=[CH:22][C:13]([NH:12][C:4](=[O:6])[C:3]3[C:7]([F:11])=[CH:8][CH:9]=[CH:10][C:2]=3[F:1])=[N:14]2)=[CH:19][CH:18]=1. Reported procedure: The procedure is similar to that described in Example 1, but starting with 2,6-difluorobenzoic acid (12.1 g), N,N'-carbonyldiimidazole (12.3 g) and 2-amino-7-chloro-1,8-naphthyridine (8.5 g). The product produced by precipitation in water (6.8 g; m.p. 215° C.) is dissolved in boiling ethanol (450 cc). After 4 hours' cooling at 4° C., the crystallised solid is separated by filtration washed with ethanol (3×15 cc) and dried at 40° C. under reduced pressure (0.067 kPa). N-(7-chloro-1,8-naphthyridin...